describe an organic reaction: reactants, conditions, products, and yield From a dataset of the Open Reaction Database (ORD), a public repository of structured organic reaction records. The reactants are CC1=C(C=CC(=C1)N1CC(CC1)N1C(CCC1)C)N (2-methyl-4-(2-methyl-[1,3′]bipyrrolidinyl-1′-yl)-phenylamine), CC=1C(=NN(N1)C1=CC=CC=C1)C(=O)O (5-methyl-2-phenyl-2H-[1,2,3]triazole-4-carboxylic acid). Yields the product CC1=C(C=CC(=C1)N1CC(CC1)N1C(CCC1)C)NC(=O)C1=NN(N=C1C)C1=CC=CC=C1 (5-Methyl-2-phenyl-2H-[1,2,3]triazole-4-carboxylic acid [2-methyl-4-(2-methyl-[1,3′]bipyrrolidinyl-1′-yl)-phenyl]-amide). RXN SMILES: [CH3:1][C:2]1[CH:7]=[C:6]([N:8]2[CH2:12][CH2:11][CH:10]([N:13]3[CH2:17][CH2:16][CH2:15][CH:14]3[CH3:18])[CH2:9]2)[CH:5]=[CH:4][C:3]=1[NH2:19].[CH3:20][C:21]1[C:22]([C:32](O)=[O:33])=[N:23][N:24]([C:26]2[CH:31]=[CH:30][CH:29]=[CH:28][CH:27]=2)[N:25]=1>>[CH3:1][C:2]1[CH:7]=[C:6]([N:8]2[CH2:12][CH2:11][CH:10]([N:13]3[CH2:17][CH2:16][CH2:15][CH:14]3[CH3:18])[CH2:9]2)[CH:5]=[CH:4][C:3]=1[NH:19][C:32]([C:22]1[C:21]([CH3:20])=[N:25][N:24]([C:26]2[CH:31]=[CH:30][CH:29]=[CH:28][CH:27]=2)[N:23]=1)=[O:33]. Reported procedure: The title compound was prepared in a manner substantially the same as example 1 by coupling 2-methyl-4-(2-methyl-[1,3′]bipyrrolidinyl-1′-yl)-phenylamine with 5-methyl-2-phenyl-2H-[1,2,3]triazole-4-carboxylic acid. MS: 445.4 (M+H).